From a dataset of the Open Reaction Database (ORD), a public repository of structured organic reaction records. describe an organic reaction: reactants, conditions, products, and yield Starting materials: NC1=C2N=CN(C2=NC(=N1)SC)CC1=CC=CC=C1 (6-Amino-9-benzyl-2-methylthiopurine), BrBr (bromine), S(=S)(=O)([O-])[O-].[Na+].[Na+] (sodium thiosulfate). Run in C(Cl)Cl (methylene chloride). Reaction conditions: time 3 hour. The product is NC1=C2N=C(N(C2=NC(=N1)SC)CC1=CC=CC=C1)Br (6-Amino-9-benzyl-8-bromo-2-methylthiopurine). Isolated yield 8.0%. RXN SMILES: [NH2:1][C:2]1[N:10]=[C:9]([S:11][CH3:12])[N:8]=[C:7]2[C:3]=1[N:4]=[CH:5][N:6]2[CH2:13][C:14]1[CH:19]=[CH:18][CH:17]=[CH:16][CH:15]=1.[Br:20]Br.S([O-])([O-])(=O)=S.[Na+].[Na+]>C(Cl)Cl>[NH2:1][C:2]1[N:10]=[C:9]([S:11][CH3:12])[N:8]=[C:7]2[C:3]=1[N:4]=[C:5]([Br:20])[N:6]2[CH2:13][C:14]1[CH:19]=[CH:18][CH:17]=[CH:16][CH:15]=1 |f:2.3.4|. Reported procedure: 6-Amino-9-benzyl-2-methylthiopurine (100 mg, 0.37 mmol) and bromine (0.5 ml) were dissolved in 100 ml of methylene chloride and the solution was stirred at room temperature for 3 hours. Aqueous sodium thiosulfate was added to the reaction mixture. The organic layer was separated, dried on magnesium sulfate and filtered. The solvent in the filtrate was evaporated in vacuo. The residue was purified with silica gel chromatography (0.5% methanol/chloroform) to give the subject compound (10 mg, yield... Starting materials: ClCCCCBr, CN(C)C=O, CCOC(C)=O, ClCCCCN1SN2CCCc3cccc1c32, [H-], O=S1(=O)Nc2cccc3c2N1CCC3, [Na+], O. As a reaction SMILES: [Br:34][CH2:35][CH2:36][CH2:37][CH2:38][Cl:39].[CH3:40][N:41]([CH3:42])[CH:43]=[O:44].[CH3:46][CH2:47][O:48][C:49](=[O:50])[CH3:51].[Cl:1][CH2:2][CH2:3][CH2:4][CH2:5][N:6]1[c:7]2[c:8]3[c:9]([cH:10][cH:11][cH:12]2)[CH2:13][CH2:14][CH2:15][N:16]3[S:17]1.[H-:32].[NH:18]1[S:19](=[O:30])(=[O:31])[N:20]2[CH2:21][CH2:22][CH2:23][c:24]3[cH:25][cH:26][cH:27][c:28]1[c:29]32.[Na+:33].[OH2:45]>>[Cl:1][CH2:2][CH2:3][CH2:4][CH2:5][N:18]1[S:19](=[O:30])(=[O:31])[N:20]2[CH2:21][CH2:22][CH2:23][c:24]3[cH:25][cH:26][cH:27][c:28]1[c:29]32. Product: O=S1(=O)N(CCCCCl)c2cccc3c2N1CCC3. Reactants: C(CCCCCCC)OC=1C(OC2=C(C1O)C=C(C=C2)O)=O (3-octyloxy-4,6-dihydroxy-2H-1-benzopyran-2-one), C(C)(=O)OCCCBr (3-bromopropyl acetate). Product: C(CCCCCCC)OC=1C(OC2=C(C1O)C=C(C=C2)OCCCOC(C)=O)=O (3-octyloxy-4-hydroxy-6-(3-acetoxypropoxy)-2H-1-benzopyran-2-one). RXN SMILES: [CH2:1]([O:9][C:10]1[C:11](=[O:22])[O:12][C:13]2[CH:20]=[CH:19][C:18]([OH:21])=[CH:17][C:14]=2[C:15]=1[OH:16])[CH2:2][CH2:3][CH2:4][CH2:5][CH2:6][CH2:7][CH3:8].[C:23]([O:26][CH2:27][CH2:28][CH2:29]Br)(=[O:25])[CH3:24]>>[CH2:1]([O:9][C:10]1[C:11](=[O:22])[O:12][C:13]2[CH:20]=[CH:19][C:18]([O:21][CH2:29][CH2:28][CH2:27][O:26][C:23](=[O:25])[CH3:24])=[CH:17][C:14]=2[C:15]=1[OH:16])[CH2:2][CH2:3][CH2:4][CH2:5][CH2:6][CH2:7][CH3:8]. Reported procedure: In the same manner as in Reference Example 1, except that an equimolar amount of 3-octyloxy-4,6-dihydroxy-2H-1-benzopyran-2-one was used in place of 3-ethoxy-4,5-dihydroxy-2H-1-benzopyran-2-one, and 3-bromopropyl acetate was used in place of 2-bromoethyl acetate in Reference Example 1, 3-octyloxy-4-hydroxy-6-(3-acetoxypropoxy)-2H-1-benzopyran-2-one was obtained. The reactants are CCOC(=O)c1noc(C(CCCC2CCCCC2)CC(=O)OC(C)(C)C)n1, c1ccc2c(c1)CCNC2, CCO. Product: CC(C)(C)OC(=O)CC(CCCC1CCCCC1)c1nc(C(=O)N2CCc3ccccc3C2)no1. Reaction SMILES: [C:1]([CH3:2])([CH3:3])([CH3:4])[O:5][C:6]([CH2:7][CH:8]([CH2:9][CH2:10][CH2:11][CH:12]1[CH2:13][CH2:14][CH2:15][CH2:16][CH2:17]1)[c:18]1[n:19][c:20]([C:23]([O:25][CH2:24][CH3:26])=[O:27])[n:21][o:22]1)=[O:28].[CH2:29]1[NH:30][CH2:31][CH2:32][c:33]2[cH:34][cH:35][cH:36][cH:37][c:38]21.[CH3:39][CH2:40][OH:41]>>[C:1]([CH3:2])([CH3:3])([CH3:4])[O:5][C:6]([CH2:7][CH:8]([CH2:9][CH2:10][CH2:11][CH:12]1[CH2:13][CH2:14][CH2:15][CH2:16][CH2:17]1)[c:18]1[n:19][c:20]([C:23](=[O:25])[N:30]2[CH2:29][c:38]3[c:33]([cH:34][cH:35][cH:36][cH:37]3)[CH2:32][CH2:31]2)[n:21][o:22]1)=[O:28].